From a dataset of the Open Reaction Database (ORD), a public repository of structured organic reaction records. describe an organic reaction: reactants, conditions, products, and yield The reactants are CC1=C(C=CC=2C(OCC21)=O)C(CN2C(CN(CC2)C(=O)OC(C)(C)C)=O)=O (tert-Butyl 4-[2-(4-methyl-1-oxo-1,3-dihydro-2-benzofuran-5-yl)-2-oxoethyl]-3-oxopiperazine-1-carboxylate), [BH4-].[Na+] (NaBH4). Solvent: CO (MeOH). Reaction conditions: time 2 hour. The product is OC(CN1C(CN(CC1)C(=O)OC(C)(C)C)=O)C1=C(C2=C(C(OC2)=O)C=C1)C (tert-Butyl 4-[2-hydroxy-2-(4-methyl-1-oxo-1,3-dihydro-2-benzofuran-5-yl)ethyl]-3-oxopiperazine-1-carboxylate). RXN SMILES: [CH3:1][C:2]1[C:10]2[CH2:9][O:8][C:7](=[O:11])[C:6]=2[CH:5]=[CH:4][C:3]=1[C:12](=[O:28])[CH2:13][N:14]1[CH2:19][CH2:18][N:17]([C:20]([O:22][C:23]([CH3:26])([CH3:25])[CH3:24])=[O:21])[CH2:16][C:15]1=[O:27].[BH4-].[Na+]>CO>[OH:28][CH:12]([C:3]1[CH:4]=[CH:5][C:6]2[C:7](=[O:11])[O:8][CH2:9][C:10]=2[C:2]=1[CH3:1])[CH2:13][N:14]1[CH2:19][CH2:18][N:17]([C:20]([O:22][C:23]([CH3:25])([CH3:26])[CH3:24])=[O:21])[CH2:16][C:15]1=[O:27] |f:1.2|. Reported procedure: To a solution of tert-Butyl 4-[2-(4-methyl-1-oxo-1,3-dihydro-2-benzofuran-5-yl)-2-oxoethyl]-3-oxopiperazine-1-carboxylate (160 mg, 0.41 mmol) in MeOH (10 ml) was added NaBH4 (31 mg, 0.82 mmol). The reaction was allowed to stir at RT for 2 hours. TLC showed clean conversion. The reaction was quenched by addition of water. The crude material was diluted with EtOAc, washed with water, dried over sodium sulfate, and concentrated to give the title compound. LC-MS (IE, m/z): 391 [M+1]+.